Dataset: the Open Reaction Database (ORD), a public repository of structured organic reaction records. Task: describe an organic reaction: reactants, conditions, products, and yield The reactants are CC(C)(C)c1ccc(C(=O)Cl)cc1, C[Si](C)(C)[N-][Si](C)(C)C, COc1ccc(C(=O)Nc2ncccc2N)cc1, CCOC(C)=O, [Cl-], [K+], [NH4+], C1CCOC1. The product is COc1ccc(C(=O)Nc2ncccc2NC(=O)c2ccc(C(C)(C)C)cc2)cc1. RXN SMILES: [C:29]([CH3:30])([CH3:31])([CH3:32])[c:33]1[cH:34][cH:35][c:36]([C:37](=[O:38])[Cl:39])[cH:40][cH:41]1.[CH3:19][Si:20]([CH3:21])([CH3:22])[N-:23][Si:24]([CH3:25])([CH3:26])[CH3:27].[CH3:1][O:2][c:3]1[cH:4][cH:5][c:6]([C:7](=[O:8])[NH:9][c:10]2[n:11][cH:12][cH:13][cH:14][c:15]2[NH2:16])[cH:17][cH:18]1.[CH3:49][CH2:50][O:51][C:52](=[O:53])[CH3:54].[Cl-:42].[K+:28].[NH4+:43].[O:44]1[CH2:45][CH2:46][CH2:47][CH2:48]1>>[CH3:1][O:2][c:3]1[cH:4][cH:5][c:6]([C:7](=[O:8])[NH:9][c:10]2[n:11][cH:12][cH:13][cH:14][c:15]2[NH:16][C:37]([c:36]2[cH:35][cH:34][c:33]([C:29]([CH3:30])([CH3:31])[CH3:32])[cH:41][cH:40]2)=[O:38])[cH:17][cH:18]1. Starting materials: C(CO)(=O)O (glycolic acid), C(C(CO)(CO)N)O (tris(hydroxymethyl)aminomethane), C(CC)(=O)O (propionic acid), C(CO)(=O)[O-] (glycolate), [OH-].[Na+] (NaOH). Run in aqueous solution. Run at temperature 30 celsius, time 30 hour. Product: C(C=O)(=O)[O-] (glyoxylate), C(C(=O)[O-])(=O)[O-] (oxalate), C(=O)[O-] (formate). As a reaction SMILES: [C:1]([OH:5])(=[O:4])[CH2:2][OH:3].C(O)C(N)(CO)C[OH:9].[C:14]([OH:18])(=[O:17])CC.[C:19]([O-:23])(=[O:22])[CH2:20][OH:21].[OH-].[Na+]>>[C:1]([O-:5])(=[O:4])[CH:2]=[O:3].[C:20]([O-:9])(=[O:21])[C:19]([O-:23])=[O:22].[CH:14]([O-:18])=[O:17] |f:4.5|. Reported procedure: Into a 3 ounce Fischer-Porter glass aerosol reaction vessel were placed a magnetic stirring bar and 10 mL of an aqueous solution containing glycolic acid (250 mM), tris(hydroxymethyl)aminomethane (TRIS, 330 mM), FMN (0.02 mM), propionic acid (HPLC internal standard, 75 mM), glycolate oxidase (from spinach; 0.25 IU/mL), and catalase (from Aspergillus niger; 1400 IU/mL). The final pH of this solution was adjusted to 8.3 with 5% NaOH. The reaction vessel was sealed and the reaction mixture was cool... Starting materials: C=CCN, CO, Clc1cnc(-c2ccccc2)c(-c2ccccc2)n1. Yields the product C=CCNc1cnc(-c2ccccc2)c(-c2ccccc2)n1. Reaction SMILES: [CH2:20]([CH:21]=[CH2:22])[NH2:23].[CH3:24][OH:25].[Cl:1][c:2]1[n:3][c:4](-[c:14]2[cH:15][cH:16][cH:17][cH:18][cH:19]2)[c:5](-[c:8]2[cH:9][cH:10][cH:11][cH:12][cH:13]2)[n:6][cH:7]1>>[c:2]1([NH:23][CH2:20][CH:21]=[CH2:22])[n:3][c:4](-[c:14]2[cH:15][cH:16][cH:17][cH:18][cH:19]2)[c:5](-[c:8]2[cH:9][cH:10][cH:11][cH:12][cH:13]2)[n:6][cH:7]1.